This data is from the Open Reaction Database (ORD), a public repository of structured organic reaction records. The task is: describe an organic reaction: reactants, conditions, products, and yield The reactants are CC1(C)CC(=O)Nc2ccc(Br)cc21, N#Cc1cccc(B(O)O)c1, O=C([O-])[O-], Cc1ccccc1, [K+], [K+], O, c1ccc(P(c2ccccc2)(c2ccccc2)[Pd](P(c2ccccc2)(c2ccccc2)c2ccccc2)(P(c2ccccc2)(c2ccccc2)c2ccccc2)P(c2ccccc2)(c2ccccc2)c2ccccc2)cc1. Product: CC1(C)CC(=O)Nc2ccc(-c3cccc(C#N)c3)cc21. Reaction SMILES: [Br:12][c:13]1[cH:14][c:15]2[c:20]([cH:21][cH:22]1)[NH:19][C:18](=[O:23])[CH2:17][C:16]2([CH3:24])[CH3:25].[C:1](#[N:2])[c:3]1[cH:4][c:5]([B:9]([OH:10])[OH:11])[cH:6][cH:7][cH:8]1.[C:26](=[O:27])([O-:28])[O-:29].[CH3:109][c:110]1[cH:111][cH:112][cH:113][cH:114][cH:115]1.[K+:30].[K+:31].[OH2:116].[cH:32]1[cH:33][cH:34][c:35]([P:36]([Pd:37]([P:38]([c:39]2[cH:40][cH:41][cH:42][cH:43][cH:44]2)([c:45]2[cH:46][cH:47][cH:48][cH:49][cH:50]2)[c:51]2[cH:52][cH:53][cH:54][cH:55][cH:56]2)([P:57]([c:58]2[cH:59][cH:60][cH:61][cH:62][cH:63]2)([c:64]2[cH:65][cH:66][cH:67][cH:68][cH:69]2)[c:70]2[cH:71][cH:72][cH:73][cH:74][cH:75]2)[P:76]([c:77]2[cH:78][cH:79][cH:80][cH:81][cH:82]2)([c:83]2[cH:84][cH:85][cH:86][cH:87][cH:88]2)[c:89]2[cH:90][cH:91][cH:92][cH:93][cH:94]2)([c:95]2[cH:96][cH:97][cH:98][cH:99][cH:100]2)[c:101]2[cH:102][cH:103][cH:104][cH:105][cH:106]2)[cH:107][cH:108]1>>[C:1](#[N:2])[c:3]1[cH:4][c:5](-[c:13]2[cH:14][c:15]3[c:20]([cH:21][cH:22]2)[NH:19][C:18](=[O:23])[CH2:17][C:16]3([CH3:24])[CH3:25])[cH:6][cH:7][cH:8]1. The reactants are [Si](C1=CC=CC=C1)(C1=CC=CC=C1)(C(C)(C)C)OCCOC[C@@H](C(=O)OC)O ((S)-Methyl 3-(2-(tert-butyldiphenylsilyloxy)ethoxy)-2-hydroxypropanoate), C(CC(O)(C(=O)O)CC(=O)O)(=O)O (citric acid), C[Al](C)C (Trimethylaluminium), ClC=1C=CC(=NC1)N (5-chloropyridin-2-amine). Solvent: C1(=CC=CC=C1)C (toluene), O (water), C1(=CC=CC=C1)C (toluene). Run at temperature 0 celsius, time 15 minute. Yields the product [Si](C1=CC=CC=C1)(C1=CC=CC=C1)(C(C)(C)C)OCCOC[C@@H](C(=O)NC1=NC=C(C=C1)Cl)O ((S)-3-(2-(tert-Butyldiphenylsilyloxy)ethoxy)-N-(5-chloropyridin-2-yl)-2-hydroxypropanamide). Yield: 61.3%. Reaction SMILES: C[Al](C)C.[Cl:5][C:6]1[CH:7]=[CH:8][C:9]([NH2:12])=[N:10][CH:11]=1.[Si:13]([O:30][CH2:31][CH2:32][O:33][CH2:34][C@H:35]([OH:40])[C:36](OC)=[O:37])([C:26]([CH3:29])([CH3:28])[CH3:27])([C:20]1[CH:25]=[CH:24][CH:23]=[CH:22][CH:21]=1)[C:14]1[CH:19]=[CH:18][CH:17]=[CH:16][CH:15]=1.C(O)(=O)CC(CC(O)=O)(C(O)=O)O>C1(C)C=CC=CC=1.O>[Si:13]([O:30][CH2:31][CH2:32][O:33][CH2:34][C@H:35]([OH:40])[C:36]([NH:12][C:9]1[CH:8]=[CH:7][C:6]([Cl:5])=[CH:11][N:10]=1)=[O:37])([C:26]([CH3:29])([CH3:27])[CH3:28])([C:20]1[CH:25]=[CH:24][CH:23]=[CH:22][CH:21]=1)[C:14]1[CH:15]=[CH:16][CH:17]=[CH:18][CH:19]=1. Procedure: Trimethylaluminium (2M in toluene) (4.97 mL, 9.94 mmol) was added carefully to 5-chloropyridin-2-amine (1.277 g, 9.94 mmol) in toluene (10 mL) at 0° C. under nitrogen. The resulting solution was stirred at 0° C. for 15 minutes. (S)-Methyl 3-(2-(tert-butyldiphenylsilyloxy)ethoxy)-2-hydroxypropanoate (Intermediate AB3) (2 g, 4.97 mmol) in toluene (2 mL) was added. The reaction was heated to 120° C. for 2 hours in the microwave reactor. The reaction mixture was allowed to cool. The residue was neut... Starting materials: O=C(n1ccnc1)n1ccnc1, ClCCl, Nc1cnn2ccc(N3CCCC3c3cc(F)ccc3C(F)F)nc12, OC1CCNC1. The product is O=C(Nc1cnn2ccc(N3CCCC3c3cc(F)ccc3C(F)F)nc12)N1CCC(O)C1. As a reaction SMILES: [C:26](=[O:27])([n:28]1[cH:29][cH:30][n:31][cH:32]1)[n:33]1[cH:34][cH:35][n:36][cH:37]1.[Cl:44][CH2:45][Cl:46].[F:1][CH:2]([c:3]1[c:4]([CH:10]2[N:11]([c:15]3[n:16][c:17]4[n:18]([cH:19][cH:20]3)[n:21][cH:22][c:23]4[NH2:24])[CH2:12][CH2:13][CH2:14]2)[cH:5][c:6]([F:9])[cH:7][cH:8]1)[F:25].[NH:38]1[CH2:39][CH:40]([OH:43])[CH2:41][CH2:42]1>>[F:1][CH:2]([c:3]1[c:4]([CH:10]2[N:11]([c:15]3[n:16][c:17]4[n:18]([cH:19][cH:20]3)[n:21][cH:22][c:23]4[NH:24][C:26](=[O:27])[N:38]3[CH2:39][CH:40]([OH:43])[CH2:41][CH2:42]3)[CH2:12][CH2:13][CH2:14]2)[cH:5][c:6]([F:9])[cH:7][cH:8]1)[F:25].